Dataset: the Open Reaction Database (ORD), a public repository of structured organic reaction records. Task: describe an organic reaction: reactants, conditions, products, and yield Starting materials: ice water, [H-].[Na+] (sodium hydride), ice water, BrC1=CC=C(CO)C=C1 (4-bromobenzyl alcohol), FC1=C(C#N)C(=CC=C1)F (2,6-difluorobenzonitrile), ice water. The solvent is CN(C)C=O (DMF), CN(C)C=O (DMF), CN(C)C=O (DMF). Reaction conditions: time 30 minute. Yields the product BrC1=CC=C(COC2=C(C#N)C(=CC=C2)F)C=C1 (2-(4-bromobenzyloxy)-6-fluorobenzonitrile). The yield is 82.6%. Reaction SMILES: [H-].[Na+].[Br:3][C:4]1[CH:11]=[CH:10][C:7]([CH2:8][OH:9])=[CH:6][CH:5]=1.[F:12][C:13]1[CH:20]=[CH:19][CH:18]=[C:17](F)[C:14]=1[C:15]#[N:16]>CN(C=O)C>[Br:3][C:4]1[CH:11]=[CH:10][C:7]([CH2:8][O:9][C:17]2[CH:18]=[CH:19][CH:20]=[C:13]([F:12])[C:14]=2[C:15]#[N:16])=[CH:6][CH:5]=1 |f:0.1|. Reported procedure: To a cold (ice water) suspension of sodium hydride (316 mg; 7.9 mmol) in anhydrous DMF (10 mL) is added a solution of 4-bromobenzyl alcohol (1.48 g; 7.9 mmol) in anhydrous DMF (5 mL) over 10 minutes. After allowing to room temperature over 30 minutes, this solution is added to a cold (ice water) stirred solution of 2,6-difluorobenzonitrile (1 g; 7.2 mmol) in anhydrous DMF (15 mL), and allowed to room temperature over 3 hours. The reaction mixture is poured into ice water with vigorous stirring a... Starting materials: CC(C)(C)OC(=O)N1CCC(Cc2ccccc2)(C(=O)c2ccc3[nH]ccc3c2)C1, CI, [H-], [Na+], CN(C)C=O. Yields the product Cn1ccc2cc(C(=O)C3(Cc4ccccc4)CCN(C(=O)OC(C)(C)C)C3)ccc21. As a reaction SMILES: [C:3]([CH3:4])([CH3:5])([CH3:6])[O:7][C:8](=[O:9])[N:10]1[CH2:11][C:12]([C:15](=[O:16])[c:17]2[cH:18][c:19]3[cH:20][cH:21][nH:22][c:23]3[cH:24][cH:25]2)([CH2:26][c:27]2[cH:28][cH:29][cH:30][cH:31][cH:32]2)[CH2:13][CH2:14]1.[CH3:33][I:34].[H-:1].[Na+:2].[O:35]=[CH:36][N:37]([CH3:38])[CH3:39]>>[C:3]([CH3:4])([CH3:5])([CH3:6])[O:7][C:8](=[O:9])[N:10]1[CH2:11][C:12]([C:15](=[O:16])[c:17]2[cH:18][c:19]3[cH:20][cH:21][n:22]([CH3:33])[c:23]3[cH:24][cH:25]2)([CH2:26][c:27]2[cH:28][cH:29][cH:30][cH:31][cH:32]2)[CH2:13][CH2:14]1. The reactants are O=C([O-])O, ClCCCl, COc1ccc2c(c1)C(N)CC2, CCOC(C)=O, COc1cc(C=C(CCCCl)C(=O)O)ccc1-n1cnc(C)c1, O=C(O)C(F)(F)F, [Na+], CN(C)C=O, On1nnc2ccccc21. The product is COc1ccc2c(c1)C(NC(=O)C(=Cc1ccc(-n3cnc(C)c3)c(OC)c1)CCCCl)CC2. RXN SMILES: [C:53](=[O:54])([OH:55])[O-:56].[CH2:64]([Cl:65])[CH2:66][Cl:67].[CH3:31][O:32][c:33]1[cH:34][cH:35][c:36]2[c:40]([cH:41]1)[CH:39]([NH2:42])[CH2:38][CH2:37]2.[CH3:58][CH2:59][O:60][C:61](=[O:62])[CH3:63].[Cl:8][CH2:9][CH2:10][CH2:11][C:12]([C:13](=[O:14])[OH:15])=[CH:16][c:17]1[cH:18][c:19]([O:29][CH3:30])[c:20](-[n:23]2[cH:24][n:25][c:26]([CH3:28])[cH:27]2)[cH:21][cH:22]1.[F:1][C:2]([F:3])([F:4])[C:5]([OH:6])=[O:7].[Na+:57].[O:68]=[CH:69][N:70]([CH3:71])[CH3:72].[OH:43][n:44]1[c:45]2[c:46]([cH:47][cH:48][cH:49][cH:50]2)[n:51][n:52]1>>[Cl:8][CH2:9][CH2:10][CH2:11][C:12]([C:13](=[O:15])[NH:42][CH:39]1[CH2:38][CH2:37][c:36]2[cH:35][cH:34][c:33]([O:32][CH3:31])[cH:41][c:40]21)=[CH:16][c:17]1[cH:18][c:19]([O:29][CH3:30])[c:20](-[n:23]2[cH:24][n:25][c:26]([CH3:28])[cH:27]2)[cH:21][cH:22]1. Starting materials: N#N (N2), FC1=CC=C(C=C1)C1=C(N=CO1)C(=O)O (5-(4-fluoro-phenyl)-oxazole-4-carboxylic acid), C(C(=O)Cl)(=O)Cl (oxalyl chloride), CN(C)C=O (DMF). Run in C1(=CC=CC=C1)C (toluene). Run at time 30 minute. Product: FC1=CC=C(C=C1)C1=C(N=CO1)C(=O)Cl (5-(4-fluoro-phenyl)-oxazole-4-carbonyl chloride). RXN SMILES: N#N.[F:3][C:4]1[CH:9]=[CH:8][C:7]([C:10]2[O:14][CH:13]=[N:12][C:11]=2[C:15]([OH:17])=O)=[CH:6][CH:5]=1.CN(C=O)C.C(Cl)(=O)C([Cl:26])=O>C1(C)C=CC=CC=1>[F:3][C:4]1[CH:9]=[CH:8][C:7]([C:10]2[O:14][CH:13]=[N:12][C:11]=2[C:15]([Cl:26])=[O:17])=[CH:6][CH:5]=1. Procedure: In a flame dried round-bottomed flask equipped with a magnetic stir bar and under inert atmosphere (N2), a suspension of 5-(4-fluoro-phenyl)-oxazole-4-carboxylic acid (51 mg, 0.25 mmol) in toluene (1.0 mL) was treated with a drop of DMF followed by oxalyl chloride (0.08 mL, 0.86 mmol) and the resulting yellow solution was stirred at rt for 30 min. The solvent was then removed under reduced pressure (coevaporation with toluene) to give 5-(4-fluoro-phenyl)-oxazole-4-carbonyl chloride. Starting materials: CN(N1C=CC=C1)C (1-(dimethylamino)-pyrrole), [Li]CCCC (n-BuLi), BrC1=CC(=C(S1)C1=C(N=C2N1N=C(C=C2C(CC)CC)C)C)Cl (3-(5-bromo-3-chloro-thiophen-2-yl)-8-(1-ethyl-propyl)-2,6-dimethyl-imidazo[1,2-b]pyridazine). Reagents/catalysts: [Cl-].[Cl-].[Zn+2] (ZnCl2), C1=CC=C(C=C1)P([C-]2C=CC=C2)C3=CC=CC=C3.C1=CC=C(C=C1)P([C-]2C=CC=C2)C3=CC=CC=C3.Cl[Pd]Cl.[Fe+2] (PdCl2(dppf)). The solvent is C1CCOC1 (THF). Yields the product ClC=1C=C(SC1C1=C(N=C2N1N=C(C=C2C(CC)CC)C)C)C=2N(C=CC2)N(C)C ((2-{4-chloro-5-[8-(1-ethyl-propyl)-2,6-dimethyl-imidazo[1,2-b]pyridazin-3-yl]-thiophen-2-yl}-pyrrol-1-yl)-dimethyl-amine). Yield: 46.3%. As a reaction SMILES: [CH3:1][N:2]([CH3:8])[N:3]1[CH:7]=[CH:6][CH:5]=[CH:4]1.[Li]CCCC.Br[C:15]1[S:19][C:18]([C:20]2[N:24]3[N:25]=[C:26]([CH3:34])[CH:27]=[C:28]([CH:29]([CH2:32][CH3:33])[CH2:30][CH3:31])[C:23]3=[N:22][C:21]=2[CH3:35])=[C:17]([Cl:36])[CH:16]=1>[Cl-].[Cl-].[Zn+2].C1C=CC(P(C2C=CC=CC=2)[C-]2C=CC=C2)=CC=1.C1C=CC(P(C2C=CC=CC=2)[C-]2C=CC=C2)=CC=1.Cl[Pd]Cl.[Fe+2].C1COCC1>[Cl:36][C:17]1[CH:16]=[C:15]([C:4]2[N:3]([N:2]([CH3:8])[CH3:1])[CH:7]=[CH:6][CH:5]=2)[S:19][C:18]=1[C:20]1[N:24]2[N:25]=[C:26]([CH3:34])[CH:27]=[C:28]([CH:29]([CH2:30][CH3:31])[CH2:32][CH3:33])[C:23]2=[N:22][C:21]=1[CH3:35] |f:3.4.5,6.7.8.9|. Reported procedure: Using a procedure analogous to Example 27, 1-(dimethylamino)-pyrrole (0.20 mL, 1.65 mmol), THF (4 mL), 1.6 M n-BuLi (1.10 mL, 1.73 mmol), 0.5 M ZnCl2 (3.46 mL, 1.73 mmol), 3-(5-bromo-3-chloro-thiophen-2-yl)-8-(1-ethyl-propyl)-2,6-dimethyl-imidazo[1,2-b]pyridazine (0.34 g, 0.82 mmol) and PdCl2(dppf) (0.030 g, 0.041 mmol), furnish the title compound (0.17 g, 0.38 mmol, 46%). 1H NMR (CDCl3) δ 0.87 (t, J=7.5 Hz, 6H), 1.74-1.92 (m, 4H), 2.52 (s, 6H), 2.84 (s, 6H), 3.28-3.39 (m, 1H), 6.21 (dd, J=4.1, ... The reactants are [Al], COC(=O)c1nc2n(c1C)-c1ccc(Cl)cc1C(c1ccccc1F)=NC2, [H-], [Li], [Na+], C1CCOC1, [OH-], O. The product is Cc1c(CO)nc2n1-c1ccc(Cl)cc1C(c1ccccc1F)=NC2. RXN SMILES: [Al:1].[Cl:4][c:5]1[cH:6][cH:7][c:8]2[c:9]([cH:30]1)[C:10]([c:23]1[c:24]([F:29])[cH:25][cH:26][cH:27][cH:28]1)=[N:11][CH2:12][c:13]1[n:14]-2[c:15]([CH3:22])[c:16]([C:18](=[O:19])[O:20][CH3:21])[n:17]1.[H-:3].[Li:2].[Na+:32].[O:33]1[CH2:34][CH2:35][CH2:36][CH2:37]1.[OH-:31].[OH2:38]>>[Cl:4][c:5]1[cH:6][cH:7][c:8]2[c:9]([cH:30]1)[C:10]([c:23]1[c:24]([F:29])[cH:25][cH:26][cH:27][cH:28]1)=[N:11][CH2:12][c:13]1[n:14]-2[c:15]([CH3:22])[c:16]([CH2:18][OH:19])[n:17]1.